Dataset: the Open Reaction Database (ORD), a public repository of structured organic reaction records. Task: describe an organic reaction: reactants, conditions, products, and yield Reactants: B, CC(c1ccccc1)N1CC(C(NC(=O)OC(C)(C)C)c2ccccc2)CC1=O, C1CCOC1, C1CCOC1. Yields the product CC(c1ccccc1)N1CCC(C(NC(=O)OC(C)(C)C)c2ccccc2)C1. Reaction SMILES: [BH3:6].[C:7]([CH3:8])([CH3:9])([CH3:10])[O:11][C:12](=[O:13])[NH:14][CH:15]([c:16]1[cH:17][cH:18][cH:19][cH:20][cH:21]1)[CH:22]1[CH2:23][C:24](=[O:35])[N:25]([CH:27]([CH3:28])[c:29]2[cH:30][cH:31][cH:32][cH:33][cH:34]2)[CH2:26]1.[O:1]1[CH2:2][CH2:3][CH2:4][CH2:5]1.[O:36]1[CH2:37][CH2:38][CH2:39][CH2:40]1>>[C:7]([CH3:8])([CH3:9])([CH3:10])[O:11][C:12](=[O:13])[NH:14][CH:15]([c:16]1[cH:17][cH:18][cH:19][cH:20][cH:21]1)[CH:22]1[CH2:23][CH2:24][N:25]([CH:27]([CH3:28])[c:29]2[cH:30][cH:31][cH:32][cH:33][cH:34]2)[CH2:26]1. Starting materials: [N+](=O)([O-])C1=C(C=CC=C1)C1=CC=C(C=C1)C(CCC(=O)O)O (4-(2'-nitro-4-biphenylyl)-4 -hydroxy-butyric acid). The reagents and catalysts are [Pt](=O)=O (platinum dioxide). The solvent is CO (methanol). The product is NC1=C(C=CC=C1)C1=CC=C(C=C1)C(CCC(=O)O)O (4-(2' -amino-4-biphenylyl)-4-hydroxy-butyric acid). RXN SMILES: [N+:1]([C:4]1[CH:9]=[CH:8][CH:7]=[CH:6][C:5]=1[C:10]1[CH:15]=[CH:14][C:13]([CH:16]([OH:22])[CH2:17][CH2:18][C:19]([OH:21])=[O:20])=[CH:12][CH:11]=1)([O-])=O>CO.[Pt](=O)=O>[NH2:1][C:4]1[CH:9]=[CH:8][CH:7]=[CH:6][C:5]=1[C:10]1[CH:15]=[CH:14][C:13]([CH:16]([OH:22])[CH2:17][CH2:18][C:19]([OH:21])=[O:20])=[CH:12][CH:11]=1. Procedure details: 6 gm (0.02 mol) of 4-(2'-nitro-4-biphenylyl)-4 -hydroxy-butyric acid (m.p. 114°-115° C.) were hydrogenated in 60 ml of methanol in the presence of 0.6 gm of platinum dioxide as a catalyst, at room temperature and atmospheric pressure. After absorption of the calculated quantity of hydrogen, the catalyst was vacuum-filtered off, and the solvent was distilled off. The residue, which solidified after some time, was recrystallized from methanol, yielding 4-(2' -amino-4-biphenylyl)-4-hydroxy-butyric ... Reactants: C(C)(C)(C)OC(NCCCCNCC1=NC=CC=C1C)=O ({4-[(3-methyl-pyridin-2-ylmethyl)-amino]-butyl}-carbamic acid tert-butyl ester), C(C)(C)(C)OC(=O)N1C(=NC2=C1C=CC=C2)CCl (1-(tert-butoxycarbonyl)-2-(chloromethyl)-benzimidazole), CCN(C(C)C)C(C)C (DIPEA). Solvent: CC#N (CH3CN). Product: C(C)(C)(C)OC(=O)N1C(=NC2=C1C=CC=C2)CN(CC2=NC=CC=C2C)CCCCNC(=O)OC(C)(C)C (2-{[(4-tert-Butoxycarbonylamino-butyl)-(3-methyl-pyridin-2-ylmethyl)-amino]-methyl}-benzoimidazole-1-carboxylic acid tert-butyl ester). Isolated yield 76.0%. Reaction SMILES: [C:1]([O:5][C:6](=[O:21])[NH:7][CH2:8][CH2:9][CH2:10][CH2:11][NH:12][CH2:13][C:14]1[C:19]([CH3:20])=[CH:18][CH:17]=[CH:16][N:15]=1)([CH3:4])([CH3:3])[CH3:2].[C:22]([O:26][C:27]([N:29]1[C:33]2[CH:34]=[CH:35][CH:36]=[CH:37][C:32]=2[N:31]=[C:30]1[CH2:38]Cl)=[O:28])([CH3:25])([CH3:24])[CH3:23].CCN(C(C)C)C(C)C>CC#N>[C:22]([O:26][C:27]([N:29]1[C:33]2[CH:34]=[CH:35][CH:36]=[CH:37][C:32]=2[N:31]=[C:30]1[CH2:38][N:12]([CH2:11][CH2:10][CH2:9][CH2:8][NH:7][C:6]([O:5][C:1]([CH3:4])([CH3:3])[CH3:2])=[O:21])[CH2:13][C:14]1[C:19]([CH3:20])=[CH:18][CH:17]=[CH:16][N:15]=1)=[O:28])([CH3:25])([CH3:24])[CH3:23]. Procedure details: Using General Procedure A: A solution of {4-[(3-methyl-pyridin-2-ylmethyl)-amino]-butyl}-carbamic acid tert-butyl ester (0.605 g, 2.06 mmol), 1-(tert-butoxycarbonyl)-2-(chloromethyl)-benzimidazole (0.804 g, 3.01 mmol), KI (72 mg, 0.43 mmol) and DIPEA (0.70 mL, 4.02 mmol) in CH3CN (10 mL) was heated at 80° C. for 6 hours. Purification of the crude material by column chromatography on silica gel (15:1 CH2Cl2-MeOH) followed by column chromatography on silica gel (NH4OH saturated Et2O) provided 0.82... Reaction SMILES: [C:1]([CH3:2])([CH3:3])([CH3:4])[O:5][C:6](=[O:7])[NH:8][c:9]1[cH:10][cH:11][c:12]2[n:13]([cH:14]1)[c:15]([C:18](=[O:19])[c:20]1[cH:21][cH:22][c:23]([N+:30](=[O:31])[O-:32])[c:24]([C:25](=[O:26])[O:27][CH3:28])[cH:29]1)[n:16][cH:17]2.[CH3:35][I:36].[CH3:43][N:44]([CH3:45])[CH:46]=[O:47].[H-:33].[K+:42].[Na+:34].[S:37]([O-:38])([OH:39])(=[O:40])=[O:41]>>[C:1]([CH3:2])([CH3:3])([CH3:4])[O:5][C:6](=[O:7])[N:8]([c:9]1[cH:10][cH:11][c:12]2[n:13]([cH:14]1)[c:15]([C:18](=[O:19])[c:20]1[cH:21][cH:22][c:23]([N+:30](=[O:31])[O-:32])[c:24]([C:25](=[O:26])[O:27][CH3:28])[cH:29]1)[n:16][cH:17]2)[CH3:35]. The product is COC(=O)c1cc(C(=O)c2ncc3ccc(N(C)C(=O)OC(C)(C)C)cn23)ccc1[N+](=O)[O-]. Starting materials: COC(=O)c1cc(C(=O)c2ncc3ccc(NC(=O)OC(C)(C)C)cn23)ccc1[N+](=O)[O-], CI, CN(C)C=O, [H-], [K+], [Na+], O=S(=O)([O-])O. Starting materials: C=C(CC(C)C)C(=O)c1ccc(OCC(=O)O)c(Cl)c1Cl, O, O=S(=O)(O)O. Yields the product CC(C)CC1Cc2cc(OCC(=O)O)c(Cl)c(Cl)c2C1=O. Reaction SMILES: [Cl:1][c:2]1[c:3]([O:4][CH2:5][C:6](=[O:7])[OH:8])[cH:9][cH:10][c:11]([C:14]([C:15]([CH2:16][CH:17]([CH3:18])[CH3:19])=[CH2:20])=[O:21])[c:12]1[Cl:13].[OH2:27].[S:22](=[O:23])(=[O:24])([OH:25])[OH:26]>>[Cl:1][c:2]1[c:3]([O:4][CH2:5][C:6](=[O:7])[OH:8])[cH:9][c:10]2[c:11]([c:12]1[Cl:13])[C:14](=[O:21])[CH:15]([CH2:16][CH:17]([CH3:18])[CH3:19])[CH2:20]2. Starting materials: C(C)(C)(C)C1=CC=C(CN)C=C1 (4-tert.-butylbenzylamine), CN=C=S (methyl isothiocyanate). The solvent is C(C)#N (acetonitrile), C(C)#N (acetonitrile). Run at temperature 20 celsius, time 3 hour. The product is C(C)(C)(C)C1=CC=C(CNC(=S)NC)C=C1 (N-(4-tert.-Butylbenzyl)-N'-methylthiourea). Reaction SMILES: [C:1]([C:5]1[CH:12]=[CH:11][C:8]([CH2:9][NH2:10])=[CH:7][CH:6]=1)([CH3:4])([CH3:3])[CH3:2].[CH3:13][N:14]=[C:15]=[S:16]>C(#N)C>[C:1]([C:5]1[CH:6]=[CH:7][C:8]([CH2:9][NH:10][C:15]([NH:14][CH3:13])=[S:16])=[CH:11][CH:12]=1)([CH3:4])([CH3:2])[CH3:3]. Reported procedure: At 20 to 30° c., a solution of 163 g (1 mol) of 4-tert.-butylbenzylamine in 100 ml of anhydrous acetonitrile was dripped, while cooling, into a mixture of 73 g (1 mol) of methyl isothiocyanate in 80 ml of anhydrous acetonitrile. The mixture was stirred for 3 hours at 20° C. and then for a further hour at 80 to 90° C. before being evaporated down. The crude product was precipitated with hexane from ethyl acetate, washed with hexane and dried under reduced pressure at 60° c. Starting materials: C1COCCO1, COC(=O)c1ccc(B2OC(C)(C)C(C)(C)O2)cc1, Cc1ccccc1, CC(C)(C)OC(=O)NCC1CCc2cc(I)ccc2O1. Product: COC(=O)c1ccc(-c2ccc3c(c2)CCC(CNC(=O)OC(C)(C)C)O3)cc1. Reaction SMILES: [CH2:47]1[O:48][CH2:49][CH2:50][O:51][CH2:52]1.[CH3:1][C:2]1([CH3:3])[C:4]([CH3:5])([CH3:6])[O:7][B:8]([c:9]2[cH:10][cH:11][c:12]([C:13](=[O:14])[O:15][CH3:16])[cH:17][cH:18]2)[O:19]1.[CH3:40][c:41]1[cH:42][cH:43][cH:44][cH:45][cH:46]1.[I:20][c:21]1[cH:22][c:23]2[c:28]([cH:29][cH:30]1)[O:27][CH:26]([CH2:31][NH:32][C:33]([O:34][C:35]([CH3:36])([CH3:37])[CH3:38])=[O:39])[CH2:25][CH2:24]2>>[c:9]1(-[c:21]2[cH:22][c:23]3[c:28]([cH:29][cH:30]2)[O:27][CH:26]([CH2:31][NH:32][C:33]([O:34][C:35]([CH3:36])([CH3:37])[CH3:38])=[O:39])[CH2:25][CH2:24]3)[cH:10][cH:11][c:12]([C:13](=[O:14])[O:15][CH3:16])[cH:17][cH:18]1. The reactants are CC=C(C)C, CC(C)(C)O, [O-][Cl+][O-], CCOc1ccc(N(C(=O)OC(C)(C)C)c2c(CC=O)c(Cl)nc3ccnn23)cc1, [Na+], [Na+], O, O=P([O-])(O)O. The product is CCOc1ccc(N(C(=O)OC(C)(C)C)c2c(CC(=O)O)c(Cl)nc3ccnn23)cc1. As a reaction SMILES: [CH3:37][C:38](=[CH:39][CH3:40])[CH3:41].[CH3:47][C:48]([OH:49])([CH3:50])[CH3:51].[Cl+:42]([O-:43])[O-:44].[Cl:1][c:2]1[n:3][c:4]2[n:5]([c:6]([N:11]([C:12]([O:13][C:14]([CH3:15])([CH3:16])[CH3:17])=[O:18])[c:19]3[cH:20][cH:21][c:22]([O:25][CH2:26][CH3:27])[cH:23][cH:24]3)[c:7]1[CH2:8][CH:9]=[O:10])[n:28][cH:29][cH:30]2.[Na+:36].[Na+:45].[OH2:46].[P:31](=[O:32])([O-:33])([OH:34])[OH:35]>>[Cl:1][c:2]1[n:3][c:4]2[n:5]([c:6]([N:11]([C:12]([O:13][C:14]([CH3:15])([CH3:16])[CH3:17])=[O:18])[c:19]3[cH:20][cH:21][c:22]([O:25][CH2:26][CH3:27])[cH:23][cH:24]3)[c:7]1[CH2:8][C:9](=[O:10])[OH:32])[n:28][cH:29][cH:30]2. Starting materials: C1(CCC1)C(=O)C1=CC=C(C=C1)CC#N (p-(Cyclobutylcarbonyl)phenylacetonitrile), [OH-].[K+] (potassium hydroxide), O (water), O (water). The solvent is C(C)O (ethanol). The product is C1(CCC1)C(=O)C1=CC=C(C=C1)CC(=O)O (p-(cyclobutylcarbonyl)phenylacetic acid). Reaction SMILES: [CH:1]1([C:5]([C:7]2[CH:12]=[CH:11][C:10]([CH2:13][C:14]#N)=[CH:9][CH:8]=2)=[O:6])[CH2:4][CH2:3][CH2:2]1.[OH-:16].[K+].[OH2:18]>C(O)C>[CH:1]1([C:5]([C:7]2[CH:12]=[CH:11][C:10]([CH2:13][C:14]([OH:18])=[O:16])=[CH:9][CH:8]=2)=[O:6])[CH2:4][CH2:3][CH2:2]1 |f:1.2|. Procedure: p-(Cyclobutylcarbonyl)phenylacetonitrile (8.1 g) in ethanol (50 ml) was added to potassium hydroxide (6.8 g) in water (50 ml) and the mixture was heated under reflux for 5 hours and cooled. The solution was diluted with water (100 ml), washed with ether (2× 100 ml), acidified to pH 1 with hydrochloric acid and extracted with ether (3× 100 ml). The combined extracts were dried over magnesium sulphate, filtered and evaporated to give a brown oil. This was extracted with a hot mixture of light petr...